Dataset: the Open Reaction Database (ORD), a public repository of structured organic reaction records. Task: describe an organic reaction: reactants, conditions, products, and yield Starting materials: ClC1=CC=C(C=C1)N1C=C(C=C1)C(=O)O (1-(4-chlorophenyl)pyrrole-3-carboxylic acid), NC=1C=CC(=C(C#N)C1)N1CCN(CC1)CCO (5-amino-2-[4-(2-hydroxyethyl)piperazin-1-yl]benzonitrile). Yields the product ClC1=CC=C(C=C1)N1C=C(C=C1)C(=O)NC1=CC(=C(C=C1)N1CCN(CC1)CCO)C#N (1-(4-Chlorophenyl)-N-{3-cyano-4-[4-(2-hydroxyethyl)piperazin-1-yl]phenyl}pyrrole-3-carboxamide). Yield: 27.1%. RXN SMILES: [Cl:1][C:2]1[CH:7]=[CH:6][C:5]([N:8]2[CH:12]=[CH:11][C:10]([C:13]([OH:15])=O)=[CH:9]2)=[CH:4][CH:3]=1.[NH2:16][C:17]1[CH:18]=[CH:19][C:20]([N:25]2[CH2:30][CH2:29][N:28]([CH2:31][CH2:32][OH:33])[CH2:27][CH2:26]2)=[C:21]([CH:24]=1)[C:22]#[N:23]>>[Cl:1][C:2]1[CH:3]=[CH:4][C:5]([N:8]2[CH:12]=[CH:11][C:10]([C:13]([NH:16][C:17]3[CH:18]=[CH:19][C:20]([N:25]4[CH2:26][CH2:27][N:28]([CH2:31][CH2:32][OH:33])[CH2:29][CH2:30]4)=[C:21]([C:22]#[N:23])[CH:24]=3)=[O:15])=[CH:9]2)=[CH:6][CH:7]=1. Reported procedure: By the reaction and treatment in the same manner as in Example 64 using 1-(4-chlorophenyl)pyrrole-3-carboxylic acid (2 g) and 5-amino-2-[4-(2-hydroxyethyl)piperazin-1-yl]benzonitrile (2.67 g), the title compound (1.1 g) was obtained, melting point: 196° C. Reactants: COc1cc([N+](=O)[O-])ccc1OC1CCN(C(=O)OC(C)(C)C)CC1, ClCCl, O=C(O)C(F)(F)F. Yields the product COc1cc([N+](=O)[O-])ccc1OC1CCNCC1. Reaction SMILES: [CH3:8][O:9][c:10]1[c:11]([O:12][CH:13]2[CH2:14][CH2:15][N:16]([C:19]([O:20][C:21]([CH3:22])([CH3:23])[CH3:24])=[O:25])[CH2:17][CH2:18]2)[cH:26][cH:27][c:28]([N+:30](=[O:31])[O-:32])[cH:29]1.[Cl:33][CH2:34][Cl:35].[OH:1][C:2]([C:3]([F:4])([F:5])[F:6])=[O:7]>>[CH3:8][O:9][c:10]1[c:11]([O:12][CH:13]2[CH2:14][CH2:15][NH:16][CH2:17][CH2:18]2)[cH:26][cH:27][c:28]([N+:30](=[O:31])[O-:32])[cH:29]1. The reactants are CC(C)(C)OC(=O)N1CCN2c3cc(I)ccc3CC2C1, C1CCOC1, CCCC[Sn](CCCC)(CCCC)SC, CC(=O)[O-], CC(=O)[O-], O, [Pd+2], c1ccc(P(c2ccccc2)c2ccccc2)cc1. The product is CSc1ccc2c(c1)N1CCN(C(=O)OC(C)(C)C)CC1C2. RXN SMILES: [C:20]([CH3:21])([CH3:22])([CH3:23])[O:24][C:25](=[O:26])[N:27]1[CH2:28][CH:29]2[N:30]([c:31]3[cH:32][c:33]([I:38])[cH:34][cH:35][c:36]3[CH2:37]2)[CH2:39][CH2:40]1.[CH2:57]1[O:58][CH2:59][CH2:60][CH2:61]1.[CH3:41][S:42][Sn:43]([CH2:44][CH2:45][CH2:46][CH3:47])([CH2:48][CH2:49][CH2:50][CH3:51])[CH2:52][CH2:53][CH2:54][CH3:55].[O-:63][C:64]([CH3:65])=[O:66].[O-:67][C:68]([CH3:69])=[O:70].[OH2:56].[Pd+2:62].[c:1]1([P:2]([c:3]2[cH:4][cH:5][cH:6][cH:7][cH:8]2)[c:9]2[cH:10][cH:11][cH:12][cH:13][cH:14]2)[cH:15][cH:16][cH:17][cH:18][cH:19]1>>[C:20]([CH3:21])([CH3:22])([CH3:23])[O:24][C:25](=[O:26])[N:27]1[CH2:28][CH:29]2[N:30]([c:31]3[cH:32][c:33]([S:42][CH3:41])[cH:34][cH:35][c:36]3[CH2:37]2)[CH2:39][CH2:40]1. The reactants are ClC1=NC(=C2N=CN(C2=N1)[C@@H]1C=C[C@@H](C1)O)Cl ((1R,4S)-4-(2,6-Dichloro-9H-Purin-9-yl) Cyclopent-2-en-1-ol), aqueous solution, C[N+]1(CCOCC1)[O-] (N-Methylmorpholine N-oxide), C1CCOC1.O (THF H2O), N (ammonia). The reagents and catalysts are [Os](=O)(=O)(=O)=O (osmium tetroxide). Run in CO (MeOH). Run at time 24 hour. Yields the product NC1=C2N=CN(C2=NC(=N1)Cl)[C@H]1[C@@H]([C@@H]([C@H](C1)O)O)O ((1S, 2R, 3S, 4R)-4-(6-Amino-2-Chloro-9H-Purin-9-yl) Cyclopentane-1,2,3-triol). Isolated yield 80.0%. Reaction SMILES: [Cl:1][C:2]1[N:10]=[C:9]2[C:5]([N:6]=[CH:7][N:8]2[C@H:11]2[CH2:15][C@@H:14]([OH:16])[CH:13]=[CH:12]2)=[C:4](Cl)[N:3]=1.C[N+]1([O-])CC[O:22]CC1.[NH3:26].C1COCC1.[OH2:32]>CO.[Os](=O)(=O)(=O)=O>[NH2:26][C:4]1[N:3]=[C:2]([Cl:1])[N:10]=[C:9]2[C:5]=1[N:6]=[CH:7][N:8]2[C@@H:11]1[CH2:12][C@H:13]([OH:32])[C@@H:14]([OH:16])[C@H:15]1[OH:22] |f:3.4|. Procedure: To a solution of 48 (1 g, 3.70 mmol) in THF-H2O (10:1, 50 mL) was added a 60% aqueous solution of N-Methylmorpholine N-oxide (1.2 mL, 1.14 mmol) and then osmium tetroxide (30 mg). The reaction mixture was stirred at room temperature for 24 h. The solvent was removed by rotary evaporation and the residue was co-evaporated with EtOH (3×50 mL) to give a gummy material. This residue was dissolved in MeOH presaturated with anhydrous ammonia (50 mL) and stirred in a sealed tube at room temperature for... Reactants: CC=1C(=NC(=CC1C(CC)=O)C)OC1=C(C=C(C=C1C)C)C (1-[3,6-dimethyl-2-(2,4,6-trimethyl-phenoxy)-pyridin-4-yl]-propan-1-one), Cl.NO (hydroxylamine hydrochloride), C(C)(=O)[O-].[Na+] (sodium acetate). Run in C(C)O (ethanol). Yields the product CC=1C(=NC(=CC1C(CC)=NO)C)OC1=C(C=C(C=C1C)C)C (1-[3,6-Dimethyl-2-(2,4,6-trimethyl-phenoxy)-pyridin-4-yl]-propan-1-one oxime). The yield is 88.2%. Reaction SMILES: [CH3:1][C:2]1[C:3]([O:13][C:14]2[C:19]([CH3:20])=[CH:18][C:17]([CH3:21])=[CH:16][C:15]=2[CH3:22])=[N:4][C:5]([CH3:12])=[CH:6][C:7]=1[C:8](=O)[CH2:9][CH3:10].Cl.[NH2:24][OH:25].C([O-])(=O)C.[Na+]>C(O)C>[CH3:1][C:2]1[C:3]([O:13][C:14]2[C:19]([CH3:20])=[CH:18][C:17]([CH3:21])=[CH:16][C:15]=2[CH3:22])=[N:4][C:5]([CH3:12])=[CH:6][C:7]=1[C:8](=[N:24][OH:25])[CH2:9][CH3:10] |f:1.2,3.4|. Procedure: A mixture of 1-[3,6-dimethyl-2-(2,4,6-trimethyl-phenoxy)-pyridin-4-yl]-propan-1-one (330 mg, 1.11 mmol), hydroxylamine hydrochloride (230.4 mg, 3.33 mmol), and sodium acetate (273 mg, 3.33 mmol) in ethanol (25 ml) was stirred at room temperature over a weekend. The mixture was concentrated to dryness, then diluted with water, and extracted with chloroform. The organic layer was separated, dried over sodium sulfate and concentrated to dryness to give 306 mg of a mixture of the title (E) and (Z)-i...